Dataset: the Open Reaction Database (ORD), a public repository of structured organic reaction records. Task: describe an organic reaction: reactants, conditions, products, and yield The reactants are CNC (dimethylamine), ClC1=C(OC=2C=CC3=C(C=NS3)C2)C=CC(=C1)N=C=O (5-(2'-chloro-4'-isocyanatophenoxy)-benzisothiazole). The solvent is C(C)OCC (diethyl ether). Run at time 12 hour. Product: ClC1=C(OC=2C=CC3=C(C=NS3)C2)C=CC(=C1)NC(=O)N(C)C (5-(2'-chloro-4'-dimethylaminocarbonylaminophenoxy)-benzisothiazole). Yield: 70.0%. Reaction SMILES: [CH3:1][NH:2][CH3:3].[Cl:4][C:5]1[CH:20]=[C:19]([N:21]=[C:22]=[O:23])[CH:18]=[CH:17][C:6]=1[O:7][C:8]1[CH:9]=[CH:10][C:11]2[S:15][N:14]=[CH:13][C:12]=2[CH:16]=1>C(OCC)C>[Cl:4][C:5]1[CH:20]=[C:19]([NH:21][C:22]([N:2]([CH3:3])[CH3:1])=[O:23])[CH:18]=[CH:17][C:6]=1[O:7][C:8]1[CH:9]=[CH:10][C:11]2[S:15][N:14]=[CH:13][C:12]=2[CH:16]=1. Reported procedure: 5 parts of gaseous dimethylamine were passed into 30.3 parts of 5-(2'-chloro-4'-isocyanatophenoxy)-benzisothiazole and 300 parts of diethyl ether at from 20° to 30° C., the mixture was stirred for 12 hours at this temperature and the resulting precipitate was then isolated and dried. 27.5 parts (70% of theory) of 5-(2'-chloro-4'-dimethylaminocarbonylaminophenoxy)-benzisothiazole of melting point 149° C. were obtained. Starting materials: C(C1=CC=CC=C1)OCC[C@@H]1CC[C@H](CC1)[C@]12OC[C@@H](N1C(CC2)=O)C2=CC=CC=C2 (trans-(3S,7aS)-7a-[4-(benzyloxyethyl)cyclohexyl]-3-phenyltetrahydropyrrolo[2,1-b]oxazol-5-one), [H-].[Al+3].[Li+].[H-].[H-].[H-] (lithium aluminum hydride), [Al+3].[Cl-].[Cl-].[Cl-] (AlCl3). Run in C1CCOC1 (THF), C1CCOC1 (THF), C1CCOC1 (THF). Conditions: time 10 minute. Product: C(C1=CC=CC=C1)OCC[C@@H]1CC[C@H](CC1)[C@@H]1N(CCC1)[C@H](CO)C1=CC=CC=C1 (trans-(S)-2{(R)-2-[4-(benzyloxyethyl)cyclohexyl]pyrrolidin-1-yl}-2-phenylethanol). As a reaction SMILES: [Al+3].[Cl-].[Cl-].[Cl-].[H-].[Al+3].[Li+].[H-].[H-].[H-].[CH2:11]([O:18][CH2:19][CH2:20][C@H:21]1[CH2:26][CH2:25][C@H:24]([C@@:27]23[CH2:34][CH2:33][C:32](=O)[N:31]2[C@@H:30]([C:36]2[CH:41]=[CH:40][CH:39]=[CH:38][CH:37]=2)[CH2:29][O:28]3)[CH2:23][CH2:22]1)[C:12]1[CH:17]=[CH:16][CH:15]=[CH:14][CH:13]=1>C1COCC1>[CH2:11]([O:18][CH2:19][CH2:20][C@H:21]1[CH2:26][CH2:25][C@H:24]([C@H:27]2[CH2:34][CH2:33][CH2:32][N:31]2[C@@H:30]([C:36]2[CH:41]=[CH:40][CH:39]=[CH:38][CH:37]=2)[CH2:29][OH:28])[CH2:23][CH2:22]1)[C:12]1[CH:13]=[CH:14][CH:15]=[CH:16][CH:17]=1 |f:0.1.2.3,4.5.6.7.8.9|. Procedure: To a cooled (0° C.) mixture of anhydrous AlCl3 (6.30 g, 47 mmol) in THF (300 mL) is slowly added lithium aluminum hydride (5.95 g, 157 mmol), and the resulting mixture is stirred at the same temperature for 10 min. To the resulting stirred and cooled (−65° C.) THF mixture is added trans-(3S,7aS)-7a-[4-(benzyloxyethyl)cyclohexyl]-3-phenyltetrahydropyrrolo[2,1-b]oxazol-5-one (22.0 g, 52 mmol) dissolved in THF (150 mL) over 30 min. The resulting mixture is stirred at the same temperature for 2 hour... The reactants are C(CC(C)C)N (isopentylamine), O.C(=O)(OC(C)(C)C)N[C@@H](CC(C)C)C(=O)O (Boc-L-leucine monohydrate). Product: C(=O)(OC(C)(C)C)N[C@@H](CC(C)C)C(=O)NCCC(C)C (N-(Boc-L-leucyl)isopentylamine), product. Isolated yield 95.0%. As a reaction SMILES: [CH2:1]([NH2:6])[CH2:2][CH:3]([CH3:5])[CH3:4].O.[C:8]([NH:15][C@H:16]([C:21]([OH:23])=O)[CH2:17][CH:18]([CH3:20])[CH3:19])([O:10][C:11]([CH3:14])([CH3:13])[CH3:12])=[O:9]>>[C:8]([NH:15][C@H:16]([C:21]([NH:6][CH2:1][CH2:2][CH:3]([CH3:5])[CH3:4])=[O:23])[CH2:17][CH:18]([CH3:19])[CH3:20])([O:10][C:11]([CH3:12])([CH3:13])[CH3:14])=[O:9] |f:1.2|. Reported procedure: In substantially the same manner as working Example 2, isopentylamine (2.33 ml) was condensed with Boc-L-leucine monohydrate (5.00 g, manufactured by Peptide Institute, Inc.) to give N-(Boc-L-leucyl)isopentylamine (5.73 g) as a white powdery product (yield 95%). The Boc group was deprotected with TFA, and 667 mg of thus-produced compound was condensed, in substantially the same manner as Working Example 2, with (2S,3S)-ethyl hydrogen N-Z-aziridine-2,3-dicarboxylate (Compound 1, 1.00 g) to afford... The reactants are B(Br)(Br)Br (BBr3), FC1=C(C=O)C=CC(=C1OC)F (2,4-difluoro-3-methoxybenzaldehyde). Run in C(Cl)Cl (DCM), C(Cl)Cl (DCM), C1CCOC1.O (THF H2O). Run at temperature -10 celsius, time 4 hour. The product is FC1=C(C=O)C=CC(=C1O)F (2,4-difluoro-3-hydroxybenzaldehyde). Yield: 98.0%. As a reaction SMILES: B(Br)(Br)Br.[F:5][C:6]1[C:13]([O:14]C)=[C:12]([F:16])[CH:11]=[CH:10][C:7]=1[CH:8]=[O:9]>C(Cl)Cl.C1COCC1.O>[F:5][C:6]1[C:13]([OH:14])=[C:12]([F:16])[CH:11]=[CH:10][C:7]=1[CH:8]=[O:9] |f:3.4|. Reported procedure: 1M BBr3 in DCM (2.179 ml) was added dropwise in about 30 min. to a stirred solution of 2,4-difluoro-3-methoxybenzaldehyde (0.25 g, 1.452 mmol) in DCM, cooled at −10° C. and under nitrogen atmosphere The solution was stirred for 4 hrs at RT and then diluted with a mixture of THF/H2O (9/1) and heated for 30 min. at 80° C. The solvent was removed and the residue was partitioned between 10N NaOH and Et2O. The aqueous layer was acidified with 10 N HCl and extracted with Et2O/EtOAc (2/1). Organic laye... Run at time 2 hour. The solvent is O1CCCC1 (tetrahydrofuran). Reaction SMILES: [C:1]([C:3]1[CH:8]=[CH:7][C:6]([C:9]2[N:10]=[C:11]([NH:14][C:15]([CH3:23])([CH3:22])/[CH:16]=[CH:17]/[C:18](OC)=[O:19])[S:12][CH:13]=2)=[CH:5][CH:4]=1)#[N:2].C[O-].[Na+]>O1CCCC1>[CH3:22][C:15]1([CH3:23])[CH:16]=[CH:17][C:18](=[O:19])[N:14]1[C:11]1[S:12][CH:13]=[C:9]([C:6]2[CH:7]=[CH:8][C:3]([C:1]#[N:2])=[CH:4][CH:5]=2)[N:10]=1 |f:1.2|. The product is CC1(N(C(C=C1)=O)C=1SC=C(N1)C1=CC=C(C#N)C=C1)C (4-[2-(2,2-Dimethyl-5-oxo-2,5-dihydro-1H-pyrrol-1-yl)-1,3-thiazol-4-yl]benzonitrile). The reactants are C(#N)C1=CC=C(C=C1)C=1N=C(SC1)NC(/C=C/C(=O)OC)(C)C (Methyl (2E)-4-{[4-(4-cyanophenyl)-1,3-thiazol-2-yl]amino}-4-methylpent-2-enoate), C[O-].[Na+] (sodium methoxide). The yield is 77.3%. Reported procedure: Methyl (2E)-4-{[4-(4-cyanophenyl)-1,3-thiazol-2-yl]amino}-4-methylpent-2-enoate (0.15 g, 0.46 mmol), prepared in the previous step, was dissolved in tetrahydrofuran (2 mL) and sodium methoxide (53 mg, 1.0 mmol) was added. The mixture was stirred for 2 h, quenched with saturated NH4Cl, diluted with ethyl acetate, washed with H2O, brine, dried over anhydrous MgSO4, filtered and concentrated. Flash chromatography (20% acetone/hexane) afforded the title compound (0.105 g, 78%) as a white solid. HRMS... Reactants: CC(=O)[O-], CO, CC(C)=O, NCC(=O)NCC(N)=O. Yields the product CC1(C)NCC(=O)N1CC(N)=O. RXN SMILES: [CH3:10][C:11](=[O:12])[O-:13].[CH3:14][OH:15].[CH3:16][C:17](=[O:18])[CH3:19].[NH2:1][CH2:2][C:3](=[O:4])[NH:5][CH2:6][C:7](=[O:8])[NH2:9]>>[NH:1]1[CH2:2][C:3](=[O:4])[N:5]([CH2:6][C:7](=[O:8])[NH2:9])[C:11]1([CH3:10])[CH3:14]. Starting materials: CCCCN(C)C(=O)c1cc(I)cc(C(=O)OC)c1, [Li]CCCC, CCOC(C)=O, [Cl-], [Cl-], C1CCOC1, [Zn+2], c1cocn1. Product: CCCCN(C)C(=O)c1cc(C(=O)OC)cc(-c2ncco2)c1. RXN SMILES: [CH2:11]([CH2:12][CH2:13][CH3:14])[N:15]([C:16](=[O:17])[c:18]1[cH:19][c:20]([C:21](=[O:22])[O:23][CH3:24])[cH:25][c:26]([I:28])[cH:27]1)[CH3:29].[CH2:6]([Li:7])[CH2:8][CH2:9][CH3:10].[CH3:35][CH2:36][O:37][C:38](=[O:39])[CH3:40].[Cl-:41].[Cl-:43].[O:30]1[CH2:31][CH2:32][CH2:33][CH2:34]1.[Zn+2:42].[o:1]1[cH:2][n:3][cH:4][cH:5]1>>[o:1]1[c:2](-[c:26]2[cH:25][c:20]([C:21](=[O:22])[O:23][CH3:24])[cH:19][c:18]([C:16]([N:15]([CH2:11][CH2:12][CH2:13][CH3:14])[CH3:29])=[O:17])[cH:27]2)[n:3][cH:4][cH:5]1. Reactants: C1CCOC1, COC(=O)Cc1ccc(Nc2nc3ccc(F)cc3s2)c(Cl)c1, Cl, [Na+], [OH-]. Yields the product O=C(O)Cc1ccc(Nc2nc3ccc(F)cc3s2)c(Cl)c1. Reaction SMILES: [CH2:26]1[O:27][CH2:28][CH2:29][CH2:30]1.[Cl:1][c:2]1[cH:3][c:4]([CH2:19][C:20](=[O:21])[O:22][CH3:23])[cH:5][cH:6][c:7]1[NH:8][c:9]1[s:10][c:11]2[c:12]([n:13]1)[cH:14][cH:15][c:16]([F:18])[cH:17]2.[ClH:31].[Na+:25].[OH-:24]>>[Cl:1][c:2]1[cH:3][c:4]([CH2:19][C:20](=[O:21])[OH:22])[cH:5][cH:6][c:7]1[NH:8][c:9]1[s:10][c:11]2[c:12]([n:13]1)[cH:14][cH:15][c:16]([F:18])[cH:17]2.